From a dataset of the Open Reaction Database (ORD), a public repository of structured organic reaction records. describe an organic reaction: reactants, conditions, products, and yield Reactants: [H-].[Na+] (sodium hydride), C(C)(C)(C)OC(=O)NCCO (N-t-butoxycarbonylethanolamine), O1CCCC=C1 (3,4-dihydropyran), C1(=CC=C(C=C1)S(=O)(=O)O)C (4-toluenesulphonic acid), FC1=CC=C(C=C1)[N+](=O)[O-] (1-fluoro-4-nitrobenzene). Run in CC(=O)N(C)C (dimethylacetamide), C(Cl)Cl (DCM), CC(=O)N(C)C (dimethylacetamide). Conditions: time 3 hour. Product: O1C(CCCC1)OCCN(C1=CC=C(N)C=C1)C(=O)OC(C)(C)C (4-(N-2-Tetrahydropyranyloxyethyl-t-butoxycarbonylamino)aniline). The yield is 25.3%. Reaction SMILES: [C:1]([O:5][C:6]([NH:8][CH2:9][CH2:10][OH:11])=[O:7])([CH3:4])([CH3:3])[CH3:2].[O:12]1[CH:17]=[CH:16][CH2:15][CH2:14][CH2:13]1.C1(C)C=CC(S(O)(=O)=O)=CC=1.[H-].[Na+].F[C:32]1[CH:37]=[CH:36][C:35]([N+:38]([O-])=O)=[CH:34][CH:33]=1>C(Cl)Cl.CC(N(C)C)=O>[O:12]1[CH2:13][CH2:14][CH2:15][CH2:16][CH:17]1[O:11][CH2:10][CH2:9][N:8]([C:6]([O:5][C:1]([CH3:4])([CH3:3])[CH3:2])=[O:7])[C:32]1[CH:37]=[CH:36][C:35]([NH2:38])=[CH:34][CH:33]=1 |f:3.4|. Procedure: To a mixture of N-t-butoxycarbonylethanolamine (7.7 ml, 50 mmol) and 3,4-dihydropyran (5.7 ml, 62.5 mmol) in DCM (125 ml) was added 4-toluenesulphonic acid (100 mg, 0.5 mmol) and the mixture stirred at ambient temperature for 3 h. The solution was washed with saturated sodium hydrogen carbonate solution, dried and evaporated to dryness. The residue was filtered through a short pad of basic alumina with 10% EtOAc in hexane, the solvent evaporated to dryness, the residue dissolved in dimethylaceta...